From a dataset of the Open Reaction Database (ORD), a public repository of structured organic reaction records. describe an organic reaction: reactants, conditions, products, and yield Reactants: OC(C#N)C=1C=C2CCC=3C(=NOC3C3=NOC(=C3C(F)(F)F)C3=CC=CC=C3)C2=CC1 ((±)-2-hydroxy-2-(3-(5-phenyl-4-(trifluoromethyl)isoxazol-3-yl)-4,5-dihydronaphtho[1,2-c]isoxazol-7-yl)acetonitrile), O (water), Cl (hydrochloric acid), O1CCOCC1 (dioxane). Run at temperature 100 celsius. The product is OC(C(=O)O)C=1C=C2CCC=3C(=NOC3C3=NOC(=C3C(F)(F)F)C3=CC=CC=C3)C2=CC1 (2-hydroxy-2-(3-(5-phenyl-4-(trifluoromethyl)isoxazol-3-yl)-4,5-dihydronaphtho[1,2-c]isoxazol-7-yl)acetic acid). Reaction SMILES: OC([C:5]1[CH:6]=[C:7]2[C:30](=[CH:31][CH:32]=1)[C:11]1=[N:12][O:13][C:14]([C:15]3[C:19]([C:20]([F:23])([F:22])[F:21])=[C:18]([C:24]4[CH:29]=[CH:28][CH:27]=[CH:26][CH:25]=4)[O:17][N:16]=3)=[C:10]1[CH2:9][CH2:8]2)C#N.[OH2:33].Cl.[O:35]1[CH2:40][CH2:39][O:38]CC1>>[OH:35][CH:40]([C:5]1[CH:6]=[C:7]2[C:30](=[CH:31][CH:32]=1)[C:11]1=[N:12][O:13][C:14]([C:15]3[C:19]([C:20]([F:23])([F:22])[F:21])=[C:18]([C:24]4[CH:29]=[CH:28][CH:27]=[CH:26][CH:25]=4)[O:17][N:16]=3)=[C:10]1[CH2:9][CH2:8]2)[C:39]([OH:38])=[O:33]. Reported procedure: To (±)-2-hydroxy-2-(3-(5-phenyl-4-(trifluoromethyl)isoxazol-3-yl)-4,5-dihydronaphtho[1,2-c]isoxazol-7-yl)acetonitrile (Preparation 131A, 1.1 g, 2.5 mmol) in dioxane (18.0 mL) was added water (12.0 mL) and hydrochloric acid, 37% (12 mL). The reaction mixture was heated at 100° C. for 3 h. After cooling, it was concentrated to provide the product as a racemic mixture. LC/MS M+1=458.0. The individual enantiomers were separated using a chiral preparative column under SFC conditions (Chiralcel OJ-H 5... The reactants are Cl (hydrochloric acid), C(C)N(CCN(C(CCOCCC1=CC=CC2=CC=CC=C12)=O)CCNCCC1=CC=C(C=2NC(SC21)=O)O)CC (N-[2-(diethylamino)ethyl]-N-(2-{[2-(4-hydroxy-2-oxo-2,3-dihydro-1,3-benzothiazol-7-yl)ethyl]amino}ethyl)-3-[2-(1-naphthyl)ethoxy]propanamide), C(C)OCC (diethyl ether). Solvent: CO (methanol). Run at time 15 minute. Product: Cl.Cl.C(C)N(CCN(C(CCOCCC1=CC=CC2=CC=CC=C12)=O)CCNCCC1=CC=C(C=2NC(SC21)=O)O)CC (N-[2-(diethylamino)ethyl]-N-(2-{[2-(4-hydroxy-2-oxo-2,3-dihydro-1,3-benzothiazol-7-yl)ethyl]amino}ethyl)-3-[2-(1-naphthyl)ethoxy]propanamide dihydrochloride). RXN SMILES: [ClH:1].[CH2:2]([N:4]([CH2:41][CH3:42])[CH2:5][CH2:6][N:7]([CH2:25][CH2:26][NH:27][CH2:28][CH2:29][C:30]1[C:38]2[S:37][C:36](=[O:39])[NH:35][C:34]=2[C:33]([OH:40])=[CH:32][CH:31]=1)[C:8](=[O:24])[CH2:9][CH2:10][O:11][CH2:12][CH2:13][C:14]1[C:23]2[C:18](=[CH:19][CH:20]=[CH:21][CH:22]=2)[CH:17]=[CH:16][CH:15]=1)[CH3:3].C(OCC)C>CO>[ClH:1].[ClH:1].[CH2:41]([N:4]([CH2:2][CH3:3])[CH2:5][CH2:6][N:7]([CH2:25][CH2:26][NH:27][CH2:28][CH2:29][C:30]1[C:38]2[S:37][C:36](=[O:39])[NH:35][C:34]=2[C:33]([OH:40])=[CH:32][CH:31]=1)[C:8](=[O:24])[CH2:9][CH2:10][O:11][CH2:12][CH2:13][C:14]1[C:23]2[C:18](=[CH:19][CH:20]=[CH:21][CH:22]=2)[CH:17]=[CH:16][CH:15]=1)[CH3:42] |f:4.5.6|. Reported procedure: A 37 wt/wt % solution of hydrochloric acid (245.95 μL) was added to a solution of N-[2-(diethylamino)ethyl]-N-(2-{[2-(4-hydroxy-2-oxo-2,3-dihydro-1,3-benzothiazol-7-yl)ethyl]amino}ethyl)-3-[2-(1-naphthyl)ethoxy]propanamide (0.56 g) in methanol (5.6 mL) producing a clear solution that was stirred at room temperature for 15 mins. A 0.5 mL aliquot was taken from the bulk of the solution and treated with diethyl ether to form a mobile solid. This suspension was added back to the solution and the mix...